describe an organic reaction: reactants, conditions, products, and yield From a dataset of the Open Reaction Database (ORD), a public repository of structured organic reaction records. Reactants: 4A, C1(=CC=CC=C1)COC1=C2C=NNC2=CC=C1 (4-[(Phenylmethyl)oxy]-1H-indazole), FC=1C=C(C=C(C1OCC1=CC=CC=C1)F)B(O)O ({3,5-difluoro-4-[(phenylmethyl)oxy]phenyl}boronic acid), N1=CC=CC=C1 (pyridine). Reagents/catalysts: C(C)(=O)[O-].[Cu+2].C(C)(=O)[O-] (copper acetate). The solvent is ClCCl (dichloromethane). Conditions: time 6 day. Yields the product FC=1C=C(C=C(C1OCC1=CC=CC=C1)F)N1N=CC2=C(C=CC=C12)OCC1=CC=CC=C1 (1-{3,5-Difluoro-4-[(phenyl methyl)oxy]phenyl}-4-[(phenylmethyl)oxy]-1H-indazole). RXN SMILES: [C:1]1([CH2:7][O:8][C:9]2[CH:17]=[CH:16][CH:15]=[C:14]3[C:10]=2[CH:11]=[N:12][NH:13]3)[CH:6]=[CH:5][CH:4]=[CH:3][CH:2]=1.[F:18][C:19]1[CH:20]=[C:21](B(O)O)[CH:22]=[C:23]([F:33])[C:24]=1[O:25][CH2:26][C:27]1[CH:32]=[CH:31][CH:30]=[CH:29][CH:28]=1.N1C=CC=CC=1>ClCCl.C([O-])(=O)C.[Cu+2].C([O-])(=O)C>[F:18][C:19]1[CH:20]=[C:21]([N:13]2[C:14]3[C:10](=[C:9]([O:8][CH2:7][C:1]4[CH:2]=[CH:3][CH:4]=[CH:5][CH:6]=4)[CH:17]=[CH:16][CH:15]=3)[CH:11]=[N:12]2)[CH:22]=[C:23]([F:33])[C:24]=1[O:25][CH2:26][C:27]1[CH:28]=[CH:29][CH:30]=[CH:31][CH:32]=1 |f:4.5.6|. Reported procedure: To a solution of 4-[(phenylmethyl)oxy]-1H-indazole (D1) (280 mg, 1.25 mmol) in dichloromethane (20 mL) was added {3,5-difluoro-4-[(phenylmethyl)oxy]phenyl}boronic acid {DE patent application 4236105} (660 mg, 2.50 mmol), pyridine (0.202 mL, 2.50 mmol), copper acetate (340 mg, 1.88 mmol) and powdered 4A molecular sieves (500 mg). The reaction mixture was stirred at room temperature in the presence of air for 6 days. Celite was added to the mixture then the mixture was filtered through a pad of ce... Starting materials: Cc1ccc2oc(C(=O)Nc3ccc(-c4ccc(S(=O)(=O)NC(C(=O)OC(C)(C)C)C(C)C)cc4)cc3)nc2c1, ClCCl, O=C(O)C(F)(F)F. Product: Cc1ccc2oc(C(=O)Nc3ccc(-c4ccc(S(=O)(=O)NC(C(=O)O)C(C)C)cc4)cc3)nc2c1. As a reaction SMILES: [C:1]([CH3:2])([CH3:3])([CH3:4])[O:5][C:6]([CH:7]([CH:8]([CH3:9])[CH3:10])[NH:11][S:12](=[O:13])(=[O:14])[c:15]1[cH:16][cH:17][c:18](-[c:21]2[cH:22][cH:23][c:24]([NH:27][C:28](=[O:29])[c:30]3[o:31][c:32]4[c:33]([n:34]3)[cH:35][c:36]([CH3:39])[cH:37][cH:38]4)[cH:25][cH:26]2)[cH:19][cH:20]1)=[O:40].[Cl:48][CH2:49][Cl:50].[F:41][C:42]([F:43])([F:44])[C:45]([OH:46])=[O:47]>>[O:5]=[C:6]([CH:7]([CH:8]([CH3:9])[CH3:10])[NH:11][S:12](=[O:13])(=[O:14])[c:15]1[cH:16][cH:17][c:18](-[c:21]2[cH:22][cH:23][c:24]([NH:27][C:28](=[O:29])[c:30]3[o:31][c:32]4[c:33]([n:34]3)[cH:35][c:36]([CH3:39])[cH:37][cH:38]4)[cH:25][cH:26]2)[cH:19][cH:20]1)[OH:40]. Starting materials: FC(C(=O)N)(F)F (trifluoroacetamide), C([O-])([O-])=O.[K+].[K+] (potassium carbonate), C(C1=CC=CC=C1)(=O)OC1=C(C=C(C=C1)C(CBr)=O)SC (4'-benzoyloxy-3'-methylthio-2-bromoacetophenone). Run in C(C)#N (acetonitrile). Yields the product C(C1=CC=CC=C1)(=O)OC1=C(C=C(C=C1)C(CNC(C(F)(F)F)=O)=O)SC (4'-benzoyloxy-3'-methylthio-2-(trifluoroacetamido)acetophenone). Reaction SMILES: [F:1][C:2]([F:7])([F:6])[C:3]([NH2:5])=[O:4].C(=O)([O-])[O-].[K+].[K+].[C:14]([O:22][C:23]1[CH:28]=[CH:27][C:26]([C:29](=[O:32])[CH2:30]Br)=[CH:25][C:24]=1[S:33][CH3:34])(=[O:21])[C:15]1[CH:20]=[CH:19][CH:18]=[CH:17][CH:16]=1>C(#N)C>[C:14]([O:22][C:23]1[CH:28]=[CH:27][C:26]([C:29](=[O:32])[CH2:30][NH:5][C:3](=[O:4])[C:2]([F:7])([F:6])[F:1])=[CH:25][C:24]=1[S:33][CH3:34])(=[O:21])[C:15]1[CH:16]=[CH:17][CH:18]=[CH:19][CH:20]=1 |f:1.2.3|. Procedure details: Add trifluoroacetamide (6.8 g=60 mmol) and potassium carbonate (8.0 g=60 mmol) to a solution of 4'-benzoyloxy-3'-methylthio-2-bromoacetophenone (11.0 g=30 mmol) in 200 ml acetonitrile. Reflux for 16 hours, allow to cool, filter, and concentrate. Dissolve the residue in ethyl acetate, wash with 1.0 N sodium hydroxide, then water. Dry, concentrate and treat the residue with ether to obtain the product as a yellow solid. The reactants are CC#CCOc1ccc(S(=O)(=O)Cl)cc1, ClCCl, Cl, CN(C)C=O, c1ccc(P(c2ccccc2)c2ccccc2)cc1. Yields the product CC#CCOc1ccc(S)cc1. As a reaction SMILES: [CH2:20]([C:21]#[C:22][CH3:23])[O:24][c:25]1[cH:26][cH:27][c:28]([S:31]([Cl:32])(=[O:33])=[O:34])[cH:29][cH:30]1.[Cl:36][CH2:37][Cl:38].[ClH:35].[O:39]=[CH:40][N:41]([CH3:42])[CH3:43].[c:1]1([P:2]([c:3]2[cH:4][cH:5][cH:6][cH:7][cH:8]2)[c:9]2[cH:10][cH:11][cH:12][cH:13][cH:14]2)[cH:15][cH:16][cH:17][cH:18][cH:19]1>>[CH2:20]([C:21]#[C:22][CH3:23])[O:24][c:25]1[cH:26][cH:27][c:28]([SH:31])[cH:29][cH:30]1. Reactants: IC1=C(N=C2N1N=C(C=C2C(CCC)CCC)C)C (3-iodo-2,6-dimethyl-8-(1-propyl-butyl)-imidazo[1,2-b]pyridazine), ClC=1N=C(SC1)N1CCOCC1 (4-(4-chloro-thiazol-2-yl)-morpholine), C(=O)([O-])[O-].[Cs+].[Cs+] (Cs2CO3), C1=CC=C(C=C1)P(C2=CC=CC=C2)C3=CC=CC=C3 (PPh3). The reagents and catalysts are C=1C=CC(=CC1)/C=C/C(=O)/C=C/C2=CC=CC=C2.C=1C=CC(=CC1)/C=C/C(=O)/C=C/C2=CC=CC=C2.[Pd] (Pd(dba)2). The solvent is CN(C)C=O (DMF). Conditions: temperature 130 celsius. The product is ClC=1N=C(SC1C1=C(N=C2N1N=C(C=C2C(CCC)CCC)C)C)N2CCOCC2 (3-(4-Chloro-2-morpholin-4-yl-thiazol-5-yl)-2,6-dimethyl-8-(1-propyl-butyl)-imidazo[1,2-b]pyridazine). As a reaction SMILES: I[C:2]1[N:6]2[N:7]=[C:8]([CH3:18])[CH:9]=[C:10]([CH:11]([CH2:15][CH2:16][CH3:17])[CH2:12][CH2:13][CH3:14])[C:5]2=[N:4][C:3]=1[CH3:19].[Cl:20][C:21]1[N:22]=[C:23]([N:26]2[CH2:31][CH2:30][O:29][CH2:28][CH2:27]2)[S:24][CH:25]=1.C([O-])([O-])=O.[Cs+].[Cs+].C1C=CC(P(C2C=CC=CC=2)C2C=CC=CC=2)=CC=1>C1C=CC(/C=C/C(/C=C/C2C=CC=CC=2)=O)=CC=1.C1C=CC(/C=C/C(/C=C/C2C=CC=CC=2)=O)=CC=1.[Pd].CN(C=O)C>[Cl:20][C:21]1[N:22]=[C:23]([N:26]2[CH2:27][CH2:28][O:29][CH2:30][CH2:31]2)[S:24][C:25]=1[C:2]1[N:6]2[N:7]=[C:8]([CH3:18])[CH:9]=[C:10]([CH:11]([CH2:15][CH2:16][CH3:17])[CH2:12][CH2:13][CH3:14])[C:5]2=[N:4][C:3]=1[CH3:19] |f:2.3.4,6.7.8|. Reported procedure: A 15 mL round bottom flask is charged with 3-iodo-2,6-dimethyl-8-(1-propyl-butyl)-imidazo[1,2-b]pyridazine (0.200 g, 0.000539 moles), 4-(4-chloro-thiazol-2-yl)-morpholine (0.165 g, 0.000808 moles), Cs2CO3 (0.361 g, 0.00108 moles, 2.0 equiv), Pd(dba)2 (0.0092 g, 0.0000161 moles, 0.03 equiv), PPh3 (0.00847 gram, 0.000323 moles, 0.060 equiv) and DMF (2.0 mL). Nitrogen is bubbled through the reaction mixture for 15 minutes; then, the reaction mixture is heated at 130° C. overnight. The next day, the... Starting materials: C(C)(C)(C)OC(=O)N1CCN(CC1)C1=C(C=CC(=C1)NS(=O)(=O)C1=CC(=CC=C1)OC(F)F)OC(F)(F)F (4-[5-(3-Difluoromethoxy-benzenesulfonylamino)-2-trifluoromethoxy-phenyl]-piperazine-1-carboxylic acid tert-butyl ester), Cl (hydrochlorid). Run in ClCCl (dichloromethane), C(C)(C)O (isopropanol). Reaction conditions: time 2.5 hour. Product: FC(OC=1C=C(C=CC1)S(=O)(=O)NC1=CC(=C(C=C1)OC(F)(F)F)N1CCNCC1)F (3-Difluoromethoxy-N-(3-piperazin-1-yl-4-trifluoromethoxy-phenyl)-benzenesulfonamide). Isolated yield 77.2%. As a reaction SMILES: C(OC([N:8]1[CH2:13][CH2:12][N:11]([C:14]2[CH:19]=[C:18]([NH:20][S:21]([C:24]3[CH:29]=[CH:28][CH:27]=[C:26]([O:30][CH:31]([F:33])[F:32])[CH:25]=3)(=[O:23])=[O:22])[CH:17]=[CH:16][C:15]=2[O:34][C:35]([F:38])([F:37])[F:36])[CH2:10][CH2:9]1)=O)(C)(C)C.Cl>ClCCl.C(O)(C)C>[F:33][CH:31]([F:32])[O:30][C:26]1[CH:25]=[C:24]([S:21]([NH:20][C:18]2[CH:17]=[CH:16][C:15]([O:34][C:35]([F:38])([F:36])[F:37])=[C:14]([N:11]3[CH2:10][CH2:9][NH:8][CH2:13][CH2:12]3)[CH:19]=2)(=[O:22])=[O:23])[CH:29]=[CH:28][CH:27]=1. Procedure: 0.22 g 4-[5-(3-Difluoromethoxy-benzenesulfonylamino)-2-trifluoromethoxy-phenyl]-piperazine-1-carboxylic acid tert-butyl ester (0.388 mmol) were dissolved in 5 ml dichloromethane. 1.5 mL 6 N hydrochlorid acid in isopropanol were added and the reaction mixture was stirred at room temperature for 2.5 h. The solvents were evaporated, the residue was dissolved in water and the pH was adjusted to 8-9 with 1 N aqueous solution of sodium hydroxide. Thereby a white suspension formed, which was extracted ... Starting materials: CC(=O)O, CC(=O)O, CCOCC, ClCCl, Ic1ccccc1, CCOC(=O)C(CCC1(CCO)CCCCC1)(C(=O)OCC)C(=O)OCC. Yields the product CCOC(=O)C(CCC1(CC=O)CCCCC1)(C(=O)OCC)C(=O)OCC. Reaction SMILES: [C:35]([OH:36])(=[O:37])[CH3:38].[C:39]([OH:40])(=[O:41])[CH3:42].[CH3:43][CH2:44][O:45][CH2:46][CH3:47].[Cl:48][CH2:49][Cl:50].[I:28][c:29]1[cH:30][cH:31][cH:32][cH:33][cH:34]1.[OH:1][CH2:2][CH2:3][C:4]1([CH2:10][CH2:11][C:12]([C:13](=[O:14])[O:15][CH2:16][CH3:17])([C:18](=[O:19])[O:20][CH2:21][CH3:22])[C:23](=[O:24])[O:25][CH2:26][CH3:27])[CH2:5][CH2:6][CH2:7][CH2:8][CH2:9]1>>[O:1]=[CH:2][CH2:3][C:4]1([CH2:10][CH2:11][C:12]([C:13](=[O:14])[O:15][CH2:16][CH3:17])([C:18](=[O:19])[O:20][CH2:21][CH3:22])[C:23](=[O:24])[O:25][CH2:26][CH3:27])[CH2:5][CH2:6][CH2:7][CH2:8][CH2:9]1. Reaction SMILES: [C:1]([CH:5]1[CH2:10][CH2:9][C:8](=O)[CH2:7][CH2:6]1)([CH3:4])([CH3:3])[CH3:2].[CH3:12][O:13][C:14]([CH:16]=P(C1C=CC=CC=1)(C1C=CC=CC=1)C1C=CC=CC=1)=[O:15]>C1(C)C=CC=CC=1>[CH3:12][O:13][C:14](=[O:15])[CH:16]=[C:8]1[CH2:9][CH2:10][CH:5]([C:1]([CH3:4])([CH3:3])[CH3:2])[CH2:6][CH2:7]1. Isolated yield 91.5%. Solvent: C1(=CC=CC=C1)C (toluene). Reported procedure: 4-tert-Butylcyclohexanone (8.62 g, 56 mmol) was dissolved in toluene (200 ml). Methoxycarbonylmethylenetriphenylphosphorane (56.1 g, 168 mmol) was added with stirring and the reaction mixture was heated under reflux for 3 days. The solvent was removed in vacuo. The residue was dissolved in hot hexanes (100 ml) and cooled to room temperature. The precipitate was filtered off and the filtrate was evaporated in vacuo to afford a yellow oil which was then purified by chromatography (silica gel, hexa... Reactants: C(C)(C)(C)C1CCC(CC1)=O (4-tert-Butylcyclohexanone), COC(=O)C=P(C1=CC=CC=C1)(C1=CC=CC=C1)C1=CC=CC=C1 (Methoxycarbonylmethylenetriphenylphosphorane). The product is COC(C=C1CCC(CC1)C(C)(C)C)=O ((4-tert-Butylcyclohexylidene)acetic acid methyl ester). Starting materials: C(#N)C1=CC(=C(C=C1)C1NC(N(C(=C1C(=O)OCC)C)C1=CC(=CC=C1)C(F)(F)F)=S)C (Ethyl 4-(4-cyano-2-methylphenyl)-6-methyl-2-thioxo-1-[3-(trifluoromethyl)phenyl]-1,2,3,4-tetrahydro-5-pyrimidinecarboxylate), IC (1-iodomethane), C([O-])([O-])=O.[K+].[K+] (potassium carbonate). Run in CC(=O)C (acetone). Reaction conditions: time 8 hour. Yields the product C(#N)C1=CC(=C(C=C1)C1N=C(N(C(=C1C(=O)OCC)C)C1=CC(=CC=C1)C(F)(F)F)SC)C (Ethyl 4-(4-cyano-2-methylphenyl)-6-methyl-2-(methylsulfanyl)-1-[3-(trifluoro-methyl)phenyl]-1,4-dihydro-5-pyrimidinecarboxylate). Reaction SMILES: [C:1]([C:3]1[CH:8]=[CH:7][C:6]([CH:9]2[C:14]([C:15]([O:17][CH2:18][CH3:19])=[O:16])=[C:13]([CH3:20])[N:12]([C:21]3[CH:26]=[CH:25][CH:24]=[C:23]([C:27]([F:30])([F:29])[F:28])[CH:22]=3)[C:11](=[S:31])[NH:10]2)=[C:5]([CH3:32])[CH:4]=1)#[N:2].IC.[C:35](=O)([O-])[O-].[K+].[K+]>CC(C)=O>[C:1]([C:3]1[CH:8]=[CH:7][C:6]([CH:9]2[C:14]([C:15]([O:17][CH2:18][CH3:19])=[O:16])=[C:13]([CH3:20])[N:12]([C:21]3[CH:26]=[CH:25][CH:24]=[C:23]([C:27]([F:30])([F:29])[F:28])[CH:22]=3)[C:11]([S:31][CH3:35])=[N:10]2)=[C:5]([CH3:32])[CH:4]=1)#[N:2] |f:2.3.4|. Procedure details: Ethyl 4-(4-cyano-2-methylphenyl)-6-methyl-2-thioxo-1-[3-(trifluoromethyl)phenyl]-1,2,3,4-tetrahydro-5-pyrimidinecarboxylate (Example 21; 100 mg, 0.22 mmol), 1-iodomethane (34.0 mg, 0.24 mmol) and potassium carbonate (34.1 mg, 0.25 mmol) are dissolved in 3 ml acetone and stirred at room temperature overnight. The solvent is removed in vacuo and the crude product is purified via preparative HPLC (RP18-column; eluent: acetonitrile-water, gradient 10:90 to 90:10). The reactants are C(CCC)[Li] (butyllithium), C1(CC1)CCCCCCOC1=C(C(=CC=C1)F)F (6-cyclopropylhexyloxy-2,3-difluorobenzene), C(=O)=O (CO2). Run in C1CCOC1 (THF). Conditions: time 5 hour. Yields the product C1(CC1)CCCCCCOC1=C(C(=C(C(=O)O)C=C1)F)F (4-(6-cyclopropylhexyloxy)-2,3-difluorobenzoic acid). As a reaction SMILES: C([Li])CCC.[CH:6]1([CH2:9][CH2:10][CH2:11][CH2:12][CH2:13][CH2:14][O:15][C:16]2[CH:21]=[CH:20][CH:19]=[C:18]([F:22])[C:17]=2[F:23])[CH2:8][CH2:7]1.[C:24](=[O:26])=[O:25]>C1COCC1>[CH:6]1([CH2:9][CH2:10][CH2:11][CH2:12][CH2:13][CH2:14][O:15][C:16]2[CH:21]=[CH:20][C:19]([C:24]([OH:26])=[O:25])=[C:18]([F:22])[C:17]=2[F:23])[CH2:8][CH2:7]1. Procedure: 30 ml of butyllithium (1.6M in hexane) were added dropwise at -60° C. to a solution of 11.7 g of 6-cyclopropylhexyloxy-2,3-difluorobenzene in 70 ml of THF. After 5 hours at -60° C., CO2 was passed in until saturation was complete. The solution was warmed to RT, the solvent was removed by distillation, 400 ml of H2O were added, and the mixture was acidified to pH 3 using acetic acid. The precipitate was filtered off with suction. 12.3 g of 4-(6-cyclopropylhexyloxy)-2,3-difluorobenzoic acid were o...